Dataset: the Open Reaction Database (ORD), a public repository of structured organic reaction records. Task: describe an organic reaction: reactants, conditions, products, and yield Reactants: CCC1CCC(Oc2ccc3cc(C4(C)COC(=O)N4)ccc3c2)CC1, CCO, [Li+], [OH-], O. The product is CCC1CCC(Oc2ccc3cc(C(C)(N)CO)ccc3c2)CC1. Reaction SMILES: [CH2:1]([CH3:2])[CH:3]1[CH2:4][CH2:5][CH:6]([O:9][c:10]2[cH:11][c:12]3[cH:13][cH:14][c:15]([C:20]4([CH3:26])[NH:21][C:22](=[O:25])[O:23][CH2:24]4)[cH:16][c:17]3[cH:18][cH:19]2)[CH2:7][CH2:8]1.[CH3:27][CH2:28][OH:29].[Li+:30].[OH-:31].[OH2:32]>>[CH2:1]([CH3:2])[CH:3]1[CH2:4][CH2:5][CH:6]([O:9][c:10]2[cH:11][c:12]3[cH:13][cH:14][c:15]([C:20]([NH2:21])([CH2:24][OH:23])[CH3:26])[cH:16][c:17]3[cH:18][cH:19]2)[CH2:7][CH2:8]1. Reactants: OCCCCNS(=O)(=O)C1=C(C=C(C=C1)Br)F (4-bromo-2-fluorophenyl-sulfonic acid-(4-hydroxybutyl)-amide), FC(C1=CC=C(C=C1)B(O)O)(F)F (4-trifluoromethylphenyl boronic acid). As a reaction SMILES: [OH:1][CH2:2][CH2:3][CH2:4][CH2:5][NH:6][S:7]([C:10]1[CH:15]=[CH:14][C:13](Br)=[CH:12][C:11]=1[F:17])(=[O:9])=[O:8].[F:18][C:19]([F:30])([F:29])[C:20]1[CH:25]=[CH:24][C:23](B(O)O)=[CH:22][CH:21]=1>>[OH:1][CH2:2][CH2:3][CH2:4][CH2:5][NH:6][S:7]([C:10]1[CH:15]=[CH:14][C:13]([C:23]2[CH:24]=[CH:25][C:20]([C:19]([F:30])([F:29])[F:18])=[CH:21][CH:22]=2)=[CH:12][C:11]=1[F:17])(=[O:9])=[O:8]. The product is OCCCCNS(=O)(=O)C1=C(C=C(C=C1)C1=CC=C(C=C1)C(F)(F)F)F (3-Fluoro-4′-trifluoromethylbiphenyl-4-sulfonic acid-(4-hydroxybutyl)-amide). Reported procedure: Using a method analogous to that described in Example 40, 4-bromo-2-fluorophenyl-sulfonic acid-(4-hydroxybutyl)-amide and 4-trifluoromethylphenyl boronic acid were reacted to give the title compound as a white solid. δC (DMSO, 62.9 MHz): 26.4, 29.5, 43.2, 62.2, 115.4 (d, J 25.4), 123.2, 125.7, 129.4, 130.8 (d, J 22.2), 131.6, 137.6, 141.5 (d, J 6.8) and 159.3 (d, J 253.9). Reported procedure: (4-Phenylbutyl)phosphinic acid, ethyl ester is reacted with L-phenylalanyl-L-leucine, phenylmethyl ester, hydrochloride according to the procedure of Example 1(c) to yield N-[N-[ethoxy(4-phenylbutyl)phosphinyl]-L-phenylalanyl]-L-leucine, phenylmethyl ester. As a reaction SMILES: [C:1]1([CH2:7][CH2:8][CH2:9][CH2:10][PH:11](=[O:15])[O:12][CH2:13][CH3:14])[CH:6]=[CH:5][CH:4]=[CH:3][CH:2]=1.Cl.[NH2:17][C@H:18]([C:26]([NH:28][C@H:29]([C:34]([O:36][CH2:37][C:38]1[CH:43]=[CH:42][CH:41]=[CH:40][CH:39]=1)=[O:35])[CH2:30][CH:31]([CH3:33])[CH3:32])=[O:27])[CH2:19][C:20]1[CH:25]=[CH:24][CH:23]=[CH:22][CH:21]=1>>[CH2:13]([O:12][P:11]([CH2:10][CH2:9][CH2:8][CH2:7][C:1]1[CH:6]=[CH:5][CH:4]=[CH:3][CH:2]=1)([NH:17][C@H:18]([C:26]([NH:28][C@H:29]([C:34]([O:36][CH2:37][C:38]1[CH:39]=[CH:40][CH:41]=[CH:42][CH:43]=1)=[O:35])[CH2:30][CH:31]([CH3:33])[CH3:32])=[O:27])[CH2:19][C:20]1[CH:21]=[CH:22][CH:23]=[CH:24][CH:25]=1)=[O:15])[CH3:14] |f:1.2|. Reactants: C1(=CC=CC=C1)CCCCP(OCC)=O ((4-Phenylbutyl)phosphinic acid, ethyl ester), Cl.N[C@@H](CC1=CC=CC=C1)C(=O)N[C@@H](CC(C)C)C(=O)OCC1=CC=CC=C1 (L-phenylalanyl-L-leucine, phenylmethyl ester, hydrochloride). Yields the product C(C)OP(=O)(N[C@@H](CC1=CC=CC=C1)C(=O)N[C@@H](CC(C)C)C(=O)OCC1=CC=CC=C1)CCCCC1=CC=CC=C1 (N-[N-[ethoxy(4-phenylbutyl)phosphinyl]-L-phenylalanyl]-L-leucine, phenylmethyl ester). The yield is 12.2%. Run at temperature 75 celsius, time 30 minute. Starting materials: OC1=C2C(=CC(OC2=CC(=C1)O)=O)CCC (5,7-dihydroxy-4-propyl-coumarin), Cl (HCl), [N+](=O)([O-])C1=CC=CC=C1 (nitrobenzene), C(C)(=O)OC(C)=O (acetic anhydride). Reaction SMILES: [OH:1][C:2]1[CH:11]=[C:10]([OH:12])[CH:9]=[C:8]2[C:3]=1[C:4]([CH2:14][CH2:15][CH3:16])=[CH:5][C:6](=[O:13])[O:7]2.[N+](C1C=CC=CC=1)([O-])=O.[C:26](OC(=O)C)(=[O:28])[CH3:27].Cl>ClCCCl>[OH:1][C:2]1[CH:11]=[C:10]([OH:12])[C:9]([C:26](=[O:28])[CH3:27])=[C:8]2[C:3]=1[C:4]([CH2:14][CH2:15][CH3:16])=[CH:5][C:6](=[O:13])[O:7]2. Yields the product OC1=C2C(=CC(OC2=C(C(=C1)O)C(C)=O)=O)CCC (5,7-dihydroxy-8-acetyl-4-propyl-coumarin). The solvent is ClCCCl (1,2-dichloroethane), ClCCCl (1,2-dichloroethane). Reported procedure: To a mixture of 5,7-dihydroxy-4-propyl-coumarin (2.06 g 9.36 mmol) and anhydrous AICI3 (2.53 g, 18.7 mmol) was added 1,2-dichloroethane (120 mL). The resulting suspension was heated to 75° C. with vigorous stirring. After 30 minutes of stirring, a brown slurry was obtained, then nitrobenzene was introduced into the mixture resulting in an orange colored solution. A solution of anhydrous AICI3 (2.53 g, 18.7 mmol) and acetic anhydride (0.88 mL, 9.36 mmol) in 1,2-dichloroethane (40 mL) was added dr... Product: CC(O)CCCCn1c(=O)c2c(nc3n2CCCN3)n(C)c1=O. RXN SMILES: [C:1](=[O:2])([CH3:3])[O:4][CH:5]([CH2:6][CH2:7][CH2:8][CH2:9][n:10]1[c:11](=[O:25])[n:12]([CH3:24])[c:13]2[n:14][c:15]3[n:16]([c:17]2[c:18]1=[O:19])[CH2:20][CH2:21][CH2:22][NH:23]3)[CH3:26].[CH3:28][OH:29].[ClH:27]>>[OH:4][CH:5]([CH2:6][CH2:7][CH2:8][CH2:9][n:10]1[c:11](=[O:25])[n:12]([CH3:24])[c:13]2[n:14][c:15]3[n:16]([c:17]2[c:18]1=[O:19])[CH2:20][CH2:21][CH2:22][NH:23]3)[CH3:26]. Reactants: CC(=O)OC(C)CCCCn1c(=O)c2c(nc3n2CCCN3)n(C)c1=O, CO, Cl. Starting materials: C(C)(C)(C)OC(NCC1=NC=C(C2=CC(=C(C=C12)OC)OC)CC(N(CC)CC1=CC=CC=C1)=O)=O ({4-[(benzyl-ethyl-carbamoyl)-methyl]-6,7-dimethoxy-isoquinolin-1-ylmethyl}-carbamic acid tert-butyl ester), Cl (HCl). Solvent: CCOC(=O)C (EtOAc). The product is Cl.NCC1=NC=C(C2=CC(=C(C=C12)OC)OC)CC(=O)N(CC)CC1=CC=CC=C1 (2-(1-aminomethyl-6,7-dimethoxy-isoquinolin-4-yl)-N-benzyl-N-ethyl-acetamide hydrochloride). The yield is 95.0%. RXN SMILES: C(OC(=O)[NH:7][CH2:8][C:9]1[C:18]2[C:13](=[CH:14][C:15]([O:21][CH3:22])=[C:16]([O:19][CH3:20])[CH:17]=2)[C:12]([CH2:23][C:24](=[O:35])[N:25]([CH2:28][C:29]2[CH:34]=[CH:33][CH:32]=[CH:31][CH:30]=2)[CH2:26][CH3:27])=[CH:11][N:10]=1)(C)(C)C.[ClH:37]>CCOC(C)=O>[ClH:37].[NH2:7][CH2:8][C:9]1[C:18]2[C:13](=[CH:14][C:15]([O:21][CH3:22])=[C:16]([O:19][CH3:20])[CH:17]=2)[C:12]([CH2:23][C:24]([N:25]([CH2:28][C:29]2[CH:34]=[CH:33][CH:32]=[CH:31][CH:30]=2)[CH2:26][CH3:27])=[O:35])=[CH:11][N:10]=1 |f:3.4|. Reported procedure: As described in Example 1, 84 mg of {4-[(benzyl-ethyl-carbamoyl)-methyl]-6,7-dimethoxy-isoquinolin-1-ylmethyl}-carbamic acid tert-butyl ester was treated with HCl in EtOAc to give 64 mg (95%) of 2-(1-aminomethyl-6,7-dimethoxy-isoquinolin-4-yl)-N-benzyl-N-ethyl-acetamide hydrochloride. MS: APCI (M+H) calc'd for C23H27N3O3+H 394.5; found 394.2. Reaction SMILES: [C:1]([O:4][C:5]1[C:10]([C:11]([CH3:14])([CH3:13])[CH3:12])=[CH:9][C:8]([OH:15])=[C:7]([CH2:16][CH:17]=[CH2:18])[C:6]=1[C:19]([CH3:22])([CH3:21])[CH3:20])(=[O:3])[CH3:2].[C:23](=O)([O-])[O-].[K+].[K+].CI>CC(C)=O>[C:1]([O:4][C:5]1[C:10]([C:11]([CH3:12])([CH3:13])[CH3:14])=[CH:9][C:8]([O:15][CH3:23])=[C:7]([CH2:16][CH:17]=[CH2:18])[C:6]=1[C:19]([CH3:22])([CH3:21])[CH3:20])(=[O:3])[CH3:2] |f:1.2.3|. Solvent: CC(=O)C (acetone). Procedure details: 4-Acetoxy-3,5-di-tert-butyl-2-(2-propenyl)phenol (30 g) and potassium carbonate (13.8 g) were dissolved in acetone (300 ml) and, after addition of methyl iodide (28 g), the solution was stirred for 24 h. After cooling, the reaction mixture was concentrated under reduced pressure and water was added. The mixture was then subjected to extraction with ethyl acetate and the organic layer was washed with water and saturated brine, dried over anhydrous magnesium sulfate and concentrated. The concentra... The reactants are C(C)(=O)OC1=C(C(=C(C=C1C(C)(C)C)O)CC=C)C(C)(C)C (4-Acetoxy-3,5-di-tert-butyl-2-(2-propenyl)phenol), C([O-])([O-])=O.[K+].[K+] (potassium carbonate), CI (methyl iodide). The product is C(C)(=O)OC1=C(C(=C(C=C1C(C)(C)C)OC)CC=C)C(C)(C)C (4-acetoxy-3,5-di-tert-butyl-2-(2-propenyl)anisole). Run at time 24 hour. The yield is 98.8%.